From a dataset of the Open Reaction Database (ORD), a public repository of structured organic reaction records. describe an organic reaction: reactants, conditions, products, and yield Starting materials: ClC1=C(C=CC=C1)S(=O)(=O)N1CCC2(CCNC2=O)CC1 (8-(2-chloro-benzenesulfonyl)-2,8-diaza-spiro[4.5]decan-1-one), C(C)OCC1=CC=C(C=C1)I (1-ethoxymethyl-4-iodo-benzene). Yields the product ClC1=C(C=CC=C1)S(=O)(=O)N1CCC2(CCN(C2=O)C2=CC=C(C=C2)COCC)CC1 (8-(2-Chloro-benzenesulfonyl)-2-(4-ethoxymethyl-phenyl)-2,8-diaza-spiro[4.5]decan-1-one). RXN SMILES: [Cl:1][C:2]1[CH:7]=[CH:6][CH:5]=[CH:4][C:3]=1[S:8]([N:11]1[CH2:21][CH2:20][C:14]2([C:18](=[O:19])[NH:17][CH2:16][CH2:15]2)[CH2:13][CH2:12]1)(=[O:10])=[O:9].[CH2:22]([O:24][CH2:25][C:26]1[CH:31]=[CH:30][C:29](I)=[CH:28][CH:27]=1)[CH3:23]>>[Cl:1][C:2]1[CH:7]=[CH:6][CH:5]=[CH:4][C:3]=1[S:8]([N:11]1[CH2:21][CH2:20][C:14]2([C:18](=[O:19])[N:17]([C:29]3[CH:30]=[CH:31][C:26]([CH2:25][O:24][CH2:22][CH3:23])=[CH:27][CH:28]=3)[CH2:16][CH2:15]2)[CH2:13][CH2:12]1)(=[O:9])=[O:10]. Reported procedure: This material was prepared in analogy to example 148 step F) from 8-(2-chloro-benzenesulfonyl)-2,8-diaza-spiro[4.5]decan-1-one and 1-ethoxymethyl-4-iodo-benzene (for synthesis: M. Schamchal et al; J. Gen. Chem. USSR (Engl. Transl.); 34; 1964; 1830). White solid. MS (ESI): 463.2 MH+).